From a dataset of the Open Reaction Database (ORD), a public repository of structured organic reaction records. describe an organic reaction: reactants, conditions, products, and yield Reactants: CO, ClCCl, [H][H], N#Cc1ccc(N)cc1C(F)(F)F, N. The product is NCc1ccc(N)cc1C(F)(F)F. RXN SMILES: [CH3:17][OH:18].[Cl:19][CH2:20][Cl:21].[H:14][H:15].[NH2:1][c:2]1[cH:3][c:4]([C:10]([F:11])([F:12])[F:13])[c:5]([C:6]#[N:7])[cH:8][cH:9]1.[NH3:16]>>[NH2:1][c:2]1[cH:3][c:4]([C:10]([F:11])([F:12])[F:13])[c:5]([CH2:6][NH2:7])[cH:8][cH:9]1. Reactants: CC(=O)OCC1OC(n2cc(C)c(=O)[nH]c2=O)CC1F, C[O-], CO, [Na+]. Yields the product Cc1cn(C2CC(F)C(CO)O2)c(=O)[nH]c1=O. Reaction SMILES: [C:1](=[O:2])([CH3:3])[O:4][CH2:5][CH:6]1[CH:7]([F:20])[CH2:8][CH:9]([n:11]2[c:12](=[O:13])[nH:14][c:15](=[O:16])[c:17]([CH3:18])[cH:19]2)[O:10]1.[CH3:21][O-:22].[CH3:24][OH:25].[Na+:23]>>[OH:4][CH2:5][CH:6]1[CH:7]([F:20])[CH2:8][CH:9]([n:11]2[c:12](=[O:13])[nH:14][c:15](=[O:16])[c:17]([CH3:18])[cH:19]2)[O:10]1. RXN SMILES: [OH:1][C:2]1[CH:3]=[C:4]([C:8](=[O:10])[CH3:9])[CH:5]=[CH:6][CH:7]=1.[F:11][C:12]1[CH:17]=[CH:16][C:15]([CH:18](O)[CH2:19][CH2:20][CH2:21][CH2:22][N:23]2[CH2:28][CH2:27][CH:26]([C:29]3[CH:30]=[C:31]([NH:35][C:36](=[O:40])[CH:37]([CH3:39])[CH3:38])[CH:32]=[CH:33][CH:34]=3)[CH2:25][CH2:24]2)=[CH:14][CH:13]=1>>[C:8]([C:4]1[CH:3]=[C:2]([CH:7]=[CH:6][CH:5]=1)[O:1][CH:18]([C:15]1[CH:14]=[CH:13][C:12]([F:11])=[CH:17][CH:16]=1)[CH2:19][CH2:20][CH2:21][CH2:22][N:23]1[CH2:28][CH2:27][CH:26]([C:29]2[CH:30]=[C:31]([NH:35][C:36](=[O:40])[CH:37]([CH3:39])[CH3:38])[CH:32]=[CH:33][CH:34]=2)[CH2:25][CH2:24]1)(=[O:10])[CH3:9]. Procedure details: Prepared by Procedure A and Scheme AN using 1-(3-hydroxyphenyl)ethanone and N-(3-{1-[5-(4-fluorophenyl)-5-hydroxypentyl]-4-piperidinyl}phenyl)-2-methylpropanamide: ESMS m/e: 545.1 (M+H)+. Yields the product C(C)(=O)C=1C=C(OC(CCCCN2CCC(CC2)C=2C=C(C=CC2)NC(C(C)C)=O)C2=CC=C(C=C2)F)C=CC1 (N-(3-{1-[5-(3-ACETYLPHENOXY)-5-(4-FLUOROPHENYL)PENTYL]-4-PIPERIDINYL}PHENYL)-2-METHYLPROPANAMIDE). Reactants: OC=1C=C(C=CC1)C(C)=O (1-(3-hydroxyphenyl)ethanone), FC1=CC=C(C=C1)C(CCCCN1CCC(CC1)C=1C=C(C=CC1)NC(C(C)C)=O)O (N-(3-{1-[5-(4-fluorophenyl)-5-hydroxypentyl]-4-piperidinyl}phenyl)-2-methylpropanamide). The reactants are CN([SiH](C)C)[Si](C)(C)C, C[Si](C)(C)OS(=O)(=O)C(F)(F)F, C1COCO1, Nc1nc2nc[nH]c2c(=O)[nH]1. The product is Nc1nc2c(ncn2COCCO)c(=O)[nH]1. Reaction SMILES: [CH3:12][SiH:13]([CH3:14])[N:15]([CH3:16])[Si:17]([CH3:18])([CH3:19])[CH3:20].[F:21][C:22]([F:23])([F:24])[S:25]([O:26][Si:27]([CH3:28])([CH3:29])[CH3:30])(=[O:31])=[O:32].[O:33]1[CH2:34][O:35][CH2:36][CH2:37]1.[nH:1]1[c:2]([NH2:3])[n:4][c:5]2[n:6][cH:7][nH:8][c:9]2[c:10]1=[O:11]>>[nH:1]1[c:2]([NH2:3])[n:4][c:5]2[n:6]([CH2:34][O:33][CH2:37][CH2:36][OH:35])[cH:7][n:8][c:9]2[c:10]1=[O:11].